This data is from the Open Reaction Database (ORD), a public repository of structured organic reaction records. The task is: describe an organic reaction: reactants, conditions, products, and yield The reactants are CS(=O)(=O)N(C)S(=O)(=O)NC(=O)NN(C)S(=O)(=O)C (1-[(N-methylsulfonyl-N-methylamino)-sulfonyl]-3-(N-methylsulfonyl-N-methylamino)urea), NC1=NC(=CC(=N1)OC)OC (2-amino-4,6-di-methoxypyrimidine). Run in ClC1=CC=CC=C1 (chlorobenzene). Run at temperature 80 celsius. Yields the product CS(=O)(=O)N(C)S(=O)(=O)NC(=O)NC1=NC(=CC(=N1)OC)OC (1-[(N-Methylsulfonyl-N-methyl-amino)-sulfonyl]-3-(4,6-dimethoxy-2-pyrimidyl)urea). Yield: 103.2%. As a reaction SMILES: [CH3:1][S:2]([N:5]([S:7]([NH:10][C:11]([NH:13]N(S(C)(=O)=O)C)=[O:12])(=[O:9])=[O:8])[CH3:6])(=[O:4])=[O:3].N[C:21]1[N:26]=[C:25]([O:27][CH3:28])[CH:24]=[C:23]([O:29][CH3:30])[N:22]=1>ClC1C=CC=CC=1>[CH3:1][S:2]([N:5]([S:7]([NH:10][C:11]([NH:13][C:21]1[N:26]=[C:25]([O:27][CH3:28])[CH:24]=[C:23]([O:29][CH3:30])[N:22]=1)=[O:12])(=[O:8])=[O:9])[CH3:6])(=[O:3])=[O:4]. Reported procedure: 32.3 g of 1-[(N-methylsulfonyl-N-methylamino)-sulfonyl]-3-(N-methylsulfonyl-N-methylamino)urea are slurried in 500 ml of chlorobenzene, 15.5 g of 2-amino-4,6-di-methoxypyrimidine are added at 80° C. with stirring, and the mixture is heated for 3 hours at 80° C. After cooling to 20° C., the precipitate is filtered off and washed with 100 ml of chlorobenzene. 36.4 g of the desired product are obtained with a purity of 98.1%, corresponding to a yield of 96.8% of theory. The melting point for the pr... The reactants are C1CCOC1, CC(=O)OC(C)=O, Cc1cc(-c2c(-c3ccccc3)c3cc(N)ccc3[nH]c2=O)on1. Product: CC(=O)Nc1ccc2[nH]c(=O)c(-c3cc(C)no3)c(-c3ccccc3)c2c1. Reaction SMILES: [CH2:32]1[O:33][CH2:34][CH2:35][CH2:36]1.[CH3:25][C:26](=[O:27])[O:28][C:29](=[O:30])[CH3:31].[NH2:1][c:2]1[cH:3][c:4]2[c:5](-[c:19]3[cH:20][cH:21][cH:22][cH:23][cH:24]3)[c:6](-[c:13]3[cH:14][c:15]([CH3:18])[n:16][o:17]3)[c:7](=[O:12])[nH:8][c:9]2[cH:10][cH:11]1>>[NH:1]([c:2]1[cH:3][c:4]2[c:5](-[c:19]3[cH:20][cH:21][cH:22][cH:23][cH:24]3)[c:6](-[c:13]3[cH:14][c:15]([CH3:18])[n:16][o:17]3)[c:7](=[O:12])[nH:8][c:9]2[cH:10][cH:11]1)[C:26]([CH3:25])=[O:27]. Reactants: N[C@H](CO)CCN1CC(C1)OC1=CC=C(C=C1)Cl ((S)-2-amino-4-[3-(4-chloro-phenoxy)-azetidin-1-yl]-butan-1-ol), COC=1C=C(C=C(C1)OC)N=C=O (3,5-dimethoxy-phenyl-isocyanate). Run in ClCCl (dichloromethane). Reaction conditions: time 24 hour. Product: ClC1=CC=C(OC2CN(C2)CC[C@@H](CO)NC(=O)NC2=CC(=CC(=C2)OC)OC)C=C1 (1-{(S)-3-[3-(4-chloro-phenoxy)-azetidin-1-yl]-1-hydroxymethyl-propyl}-3-(3,5-dimethoxy-phenyl)-urea). As a reaction SMILES: [NH2:1][C@@H:2]([CH2:5][CH2:6][N:7]1[CH2:10][CH:9]([O:11][C:12]2[CH:17]=[CH:16][C:15]([Cl:18])=[CH:14][CH:13]=2)[CH2:8]1)[CH2:3][OH:4].[CH3:19][O:20][C:21]1[CH:22]=[C:23]([N:29]=[C:30]=[O:31])[CH:24]=[C:25]([O:27][CH3:28])[CH:26]=1>ClCCl>[Cl:18][C:15]1[CH:14]=[CH:13][C:12]([O:11][CH:9]2[CH2:10][N:7]([CH2:6][CH2:5][C@H:2]([NH:1][C:30]([NH:29][C:23]3[CH:22]=[C:21]([O:20][CH3:19])[CH:26]=[C:25]([O:27][CH3:28])[CH:24]=3)=[O:31])[CH2:3][OH:4])[CH2:8]2)=[CH:17][CH:16]=1. Procedure: A solution of (S)-2-amino-4-[3-(4-chloro-phenoxy)-azetidin-1-yl]-butan-1-ol (0.2 g, 0.74 mmol) in dichloromethane (6 ml) is treated with 3,5-dimethoxy-phenyl-isocyanate (0.12 g, 0.667 mmol). The reaction mixture is stirred at ambient temperature for 24 hours and then evaporated. The crude product is purified by flash silica chromatography (elution gradient 3:97 to 7:93 methanol/dichloromethane) to afford 1-{(S)-3-[3-(4-chloro-phenoxy)-azetidin-1-yl]-1-hydroxymethyl-propyl}-3-(3,5-dimethoxy-pheny... Starting materials: ClC(P(O[Si](C)(C)C)(O[Si](C)(C)C)=O)(P(OCC)(O[Si](C)(C)C)=O)Cl (monoethyl tris(trimethylsilyl) (dichloromethylene)bisphosphonate), ClC(P(OCC)(OCC)=O)(P(OCC)(OCC)=O)Cl (tetraethyl (dichloromethylene)bisphosphonate), [Na+].[I-] (NaI), C[Si](C)(C)Cl (trimethylsilyl chloride), [OH-].[Na+] (NaOH). The solvent is O (water), CO (CH3OH), CC#N (CH3CN). Conditions: time 2 hour. The product is [Na+].[Na+].[Na+].C(C)OP([O-])(=O)C(P([O-])([O-])=O)(Cl)Cl ((dichloromethylene)bisphosphonic acid monoethyl ester trisodium salt). As a reaction SMILES: [Cl:1][C:2]([Cl:19])([P:11](=[O:18])([O:15]CC)[O:12]CC)[P:3](=[O:10])([O:7]CC)[O:4][CH2:5][CH3:6].[Na+:20].[I-].C[Si](Cl)(C)C.ClC(Cl)(P(=O)(O[Si](C)(C)C)OCC)P(=O)(O[Si](C)(C)C)O[Si](C)(C)C.[OH-].[Na+]>CC#N.CO.O>[Na+:20].[Na+:20].[Na+:20].[CH2:5]([O:4][P:3]([C:2]([Cl:1])([Cl:19])[P:11](=[O:12])([O-:18])[O-:15])(=[O:7])[O-:10])[CH3:6] |f:1.2,5.6,10.11.12.13|. Procedure: 5.0 g (0.014 moles) of tetraethyl (dichloromethylene)bisphosphonate and 6.7 g (0.045 moles) of NaI are dissolved in 50 ml of anhydrous CH3CN and while stirring 12.2 g (0.112 moles) of trimethylsilyl chloride are added. After the addition stirring is continued at room temperature, protected from moisture, for appr. 4 days and is evaporated under a vacuum. To the mixture obtained as a residue (contains as the major component monoethyl tris(trimethylsilyl) (dichloromethylene)bisphosphonate) 10 ml o... Reactants: CC(C)(C)OC(=O)N1CCC(Oc2ccc3c(c2)CCN(C2CCCC2)CC3)CC1, ClCCl, O=C(O)C(F)(F)F. Yields the product c1cc2c(cc1OC1CCNCC1)CCN(C1CCCC1)CC2. As a reaction SMILES: [C:1]([O:2][C:3](=[O:4])[N:8]1[CH2:9][CH2:10][CH:11]([O:14][c:15]2[cH:16][c:17]3[c:18]([cH:29][cH:30]2)[CH2:19][CH2:20][N:21]([CH:24]2[CH2:25][CH2:26][CH2:27][CH2:28]2)[CH2:22][CH2:23]3)[CH2:12][CH2:13]1)([CH3:5])([CH3:6])[CH3:7].[Cl:38][CH2:39][Cl:40].[OH:31][C:32]([C:33]([F:34])([F:35])[F:36])=[O:37]>>[NH:8]1[CH2:9][CH2:10][CH:11]([O:14][c:15]2[cH:16][c:17]3[c:18]([cH:29][cH:30]2)[CH2:19][CH2:20][N:21]([CH:24]2[CH2:25][CH2:26][CH2:27][CH2:28]2)[CH2:22][CH2:23]3)[CH2:12][CH2:13]1.